This data is from the Open Reaction Database (ORD), a public repository of structured organic reaction records. The task is: describe an organic reaction: reactants, conditions, products, and yield The reactants are C(C)(=O)O[BH-](OC(C)=O)OC(C)=O.[Na+] (Sodium triacetoxyborohydride), OC1CCNCC1 (4-hydroxypiperidine), CC(=O)C (acetone), C(C)(=O)O (acetic acid). The solvent is O1CCCC1 (tetrahydrofuran). Reaction conditions: time 15 minute. The product is N (ammonia), C(C)(C)N1CCC(CC1)O (1-Isopropyl-piperidin-4-ol). As a reaction SMILES: [OH:1][CH:2]1[CH2:7][CH2:6][NH:5][CH2:4][CH2:3]1.[CH3:8][C:9]([CH3:11])=O.C(O)(=O)C.C(O[BH-](OC(=O)C)OC(=O)C)(=O)C.[Na+]>O1CCCC1>[NH3:5].[CH:9]([N:5]1[CH2:6][CH2:7][CH:2]([OH:1])[CH2:3][CH2:4]1)([CH3:11])[CH3:8] |f:3.4|. Reported procedure: A mixture of 4-hydroxypiperidine (10 g, 0.10 mol), acetone (21.8 mL, 0.30 mol), acetic acid (5.7 mL, 0.10 mol) and tetrahydrofuran (150 mL) was stirred in an ice bath for 15 minutes. Sodium triacetoxyborohydride (31.3 g, 0.15mol) was then added portionwise and the mixture was stirred for a further 10 minutes. The reaction mixture was then warmed and stirred at room temperature for 10 minutes and at 40° C. for 2.5 hours. The solvent was evaporated under reduced pressure and the residue was dissol... Reactants: COC1=C(OC)C(=O)C(CCCCCCc2ccc(OC(C)=O)cc2)=C(C)C1=O, CO, Cl. Product: COC1=C(OC)C(=O)C(CCCCCCc2ccc(O)cc2)=C(C)C1=O. As a reaction SMILES: [C:1](=[O:2])([CH3:3])[O:4][c:5]1[cH:6][cH:7][c:8]([CH2:11][CH2:12][CH2:13][CH2:14][CH2:15][CH2:16][C:17]2=[C:18]([CH3:29])[C:19](=[O:28])[C:20]([O:26][CH3:27])=[C:21]([O:24][CH3:25])[C:22]2=[O:23])[cH:9][cH:10]1.[CH3:31][OH:32].[ClH:30]>>[OH:4][c:5]1[cH:6][cH:7][c:8]([CH2:11][CH2:12][CH2:13][CH2:14][CH2:15][CH2:16][C:17]2=[C:18]([CH3:29])[C:19](=[O:28])[C:20]([O:26][CH3:27])=[C:21]([O:24][CH3:25])[C:22]2=[O:23])[cH:9][cH:10]1.